Dataset: the Open Reaction Database (ORD), a public repository of structured organic reaction records. Task: describe an organic reaction: reactants, conditions, products, and yield The product is COc1cc(OCCCS(C)(=O)=O)ccc1NC(=O)C1NC(CC(C)(C)C)C2(C(=O)Nc3cc(Cl)ccc32)C1c1cccc(Cl)c1F. Reactants: COc1cc(OCCCS(C)(=O)=O)ccc1N, CCN(C(C)C)C(C)C, CC(C)(C)CC1NC(C(=O)O)C(c2cccc(Cl)c2F)C12C(=O)Nc1cc(Cl)ccc12, O=C(O)C(F)(F)F, O=P(Cl)(c1ccccc1)c1ccccc1. Reaction SMILES: [CH3:63][S:64](=[O:65])(=[O:66])[CH2:67][CH2:68][CH2:69][O:70][c:71]1[cH:72][c:73]([O:78][CH3:79])[c:74]([NH2:77])[cH:75][cH:76]1.[CH:39]([N:40]([CH:41]([CH3:42])[CH3:43])[CH2:44][CH3:45])([CH3:46])[CH3:47].[Cl:8][c:9]1[cH:10][cH:11][c:12]2[c:16]([cH:17]1)[NH:15][C:14](=[O:18])[C:13]21[CH:19]([CH2:34][C:35]([CH3:36])([CH3:37])[CH3:38])[NH:20][CH:21]([C:31](=[O:32])[OH:33])[CH:22]1[c:23]1[c:24]([F:30])[c:25]([Cl:29])[cH:26][cH:27][cH:28]1.[F:1][C:2]([F:3])([F:4])[C:5]([OH:6])=[O:7].[c:48]1([P:49]([Cl:50])([c:51]2[cH:52][cH:53][cH:54][cH:55][cH:56]2)=[O:57])[cH:58][cH:59][cH:60][cH:61][cH:62]1>>[Cl:8][c:9]1[cH:10][cH:11][c:12]2[c:16]([cH:17]1)[NH:15][C:14](=[O:18])[C:13]21[CH:19]([CH2:34][C:35]([CH3:36])([CH3:37])[CH3:38])[NH:20][CH:21]([C:31](=[O:32])[NH:77][c:74]2[c:73]([O:78][CH3:79])[cH:72][c:71]([O:70][CH2:69][CH2:68][CH2:67][S:64]([CH3:63])(=[O:65])=[O:66])[cH:76][cH:75]2)[CH:22]1[c:23]1[c:24]([F:30])[c:25]([Cl:29])[cH:26][cH:27][cH:28]1. The product is C#CCNC(=O)c1cccc(F)c1Nc1nc(Nc2ccc3c(c2)OCCCN3CCN2CCCC2)ncc1Cl. Starting materials: CC1(C)C2CCC1(CS(=O)(=O)O)C(=O)C2, CC(C)O, C#CCNC(=O)c1cccc(F)c1Nc1nc(Cl)ncc1Cl, Nc1ccc2c(c1)OCCCN2CCN1CCCC1. Reaction SMILES: [C:1]12([CH2:2][S:3]([OH:4])(=[O:5])=[O:6])[C:7]([CH3:8])([CH3:9])[CH:10]([CH2:11][CH2:12]1)[CH2:13][C:14]2=[O:15].[CH:57]([OH:58])([CH3:59])[CH3:60].[Cl:16][c:17]1[n:18][cH:19][c:20]([Cl:37])[c:21]([NH:23][c:24]2[c:25]([C:26](=[O:27])[NH:28][CH2:29][C:30]#[CH:31])[cH:32][cH:33][cH:34][c:35]2[F:36])[n:22]1.[N:38]1([CH2:43][CH2:44][N:45]2[CH2:46][CH2:47][CH2:48][O:49][c:50]3[c:51]2[cH:52][cH:53][c:54]([NH2:56])[cH:55]3)[CH2:39][CH2:40][CH2:41][CH2:42]1>>[c:17]1([NH:56][c:54]2[cH:53][cH:52][c:51]3[c:50]([cH:55]2)[O:49][CH2:48][CH2:47][CH2:46][N:45]3[CH2:44][CH2:43][N:38]2[CH2:39][CH2:40][CH2:41][CH2:42]2)[n:18][cH:19][c:20]([Cl:37])[c:21]([NH:23][c:24]2[c:25]([C:26](=[O:27])[NH:28][CH2:29][C:30]#[CH:31])[cH:32][cH:33][cH:34][c:35]2[F:36])[n:22]1. The reactants are CCOC(=O)C1=Cc2cc(Cl)cc(I)c2OC1C(F)(F)F, C#CC(C)C, [Cu]I. Yields the product CCOC(=O)C1=Cc2cc(Cl)cc(C#CC(C)C)c2OC1C(F)(F)F. As a reaction SMILES: [CH2:1]([CH3:2])[O:3][C:4](=[O:5])[C:6]1=[CH:15][c:14]2[c:9]([c:10]([I:17])[cH:11][c:12]([Cl:16])[cH:13]2)[O:8][CH:7]1[C:18]([F:19])([F:20])[F:21].[CH3:22][CH:23]([C:24]#[CH:25])[CH3:26].[Cu:27][I:28]>>[CH2:1]([CH3:2])[O:3][C:4](=[O:5])[C:6]1=[CH:15][c:14]2[c:9]([c:10]([C:25]#[C:24][CH:23]([CH3:22])[CH3:26])[cH:11][c:12]([Cl:16])[cH:13]2)[O:8][CH:7]1[C:18]([F:19])([F:20])[F:21]. The reactants are COC(=O)c1ccc(CN2CCCC(N(Cc3cc(C(F)(F)F)cc(C(F)(F)F)c3)c3nnn(C)n3)c3cc(C)c(C(F)(F)F)c(C)c32)cc1, CO, Cl, [Na+], [OH-], O. The product is Cc1cc2c(c(C)c1C(F)(F)F)N(Cc1ccc(C(=O)O)cc1)CCCC2N(Cc1cc(C(F)(F)F)cc(C(F)(F)F)c1)c1nnn(C)n1. As a reaction SMILES: [CH3:1][O:2][C:3]([c:4]1[cH:5][cH:6][c:7]([CH2:10][N:11]2[c:12]3[c:13]([cH:40][c:41]([CH3:49])[c:42]([C:45]([F:46])([F:47])[F:48])[c:43]3[CH3:44])[CH:14]([N:18]([c:19]3[n:20][n:21][n:22]([CH3:24])[n:23]3)[CH2:25][c:26]3[cH:27][c:28]([C:36]([F:37])([F:38])[F:39])[cH:29][c:30]([C:32]([F:33])([F:34])[F:35])[cH:31]3)[CH2:15][CH2:16][CH2:17]2)[cH:8][cH:9]1)=[O:50].[CH3:53][OH:54].[ClH:56].[Na+:52].[OH-:51].[OH2:55]>>[O:2]=[C:3]([c:4]1[cH:5][cH:6][c:7]([CH2:10][N:11]2[c:12]3[c:13]([cH:40][c:41]([CH3:49])[c:42]([C:45]([F:46])([F:47])[F:48])[c:43]3[CH3:44])[CH:14]([N:18]([c:19]3[n:20][n:21][n:22]([CH3:24])[n:23]3)[CH2:25][c:26]3[cH:27][c:28]([C:36]([F:37])([F:38])[F:39])[cH:29][c:30]([C:32]([F:33])([F:34])[F:35])[cH:31]3)[CH2:15][CH2:16][CH2:17]2)[cH:8][cH:9]1)[OH:50]. The reactants are CC1(C)C(C(=O)c2c[nH]c3c(OCc4ccccc4)cccc23)C1(C)C, CS(=O)(=O)OCC1CCOCC1, [H-], [Na+], CN(C)C=O. Yields the product CC1(C)C(C(=O)c2cn(CC3CCOCC3)c3c(OCc4ccccc4)cccc23)C1(C)C. RXN SMILES: [CH2:1]([c:2]1[cH:3][cH:4][cH:5][cH:6][cH:7]1)[O:8][c:9]1[cH:10][cH:11][cH:12][c:13]2[c:14]([C:18](=[O:19])[CH:20]3[C:21]([CH3:25])([CH3:26])[C:22]3([CH3:23])[CH3:24])[cH:15][nH:16][c:17]12.[CH3:27][S:28]([O:29][CH2:32][CH:33]1[CH2:34][CH2:35][O:36][CH2:37][CH2:38]1)(=[O:30])=[O:31].[H-:40].[Na+:39].[O:41]=[CH:42][N:43]([CH3:44])[CH3:45]>>[CH2:1]([c:2]1[cH:3][cH:4][cH:5][cH:6][cH:7]1)[O:8][c:9]1[cH:10][cH:11][cH:12][c:13]2[c:14]([C:18](=[O:19])[CH:20]3[C:21]([CH3:25])([CH3:26])[C:22]3([CH3:23])[CH3:24])[cH:15][n:16]([CH2:32][CH:33]3[CH2:34][CH2:35][O:36][CH2:37][CH2:38]3)[c:17]12. The reactants are COC(=O)c1ccc(C(=CC2CCCC2)c2cc3cc(C)cnc3[nH]2)cc1F, CO. The product is COC(=O)c1ccc(C(CC2CCCC2)c2cc3cc(C)cnc3[nH]2)cc1F. As a reaction SMILES: [CH3:1][O:2][C:3]([c:4]1[c:5]([F:27])[cH:6][c:7]([C:10](=[CH:11][CH:12]2[CH2:13][CH2:14][CH2:15][CH2:16]2)[c:17]2[cH:18][c:19]3[c:20]([n:21][cH:22][c:23]([CH3:25])[cH:24]3)[nH:26]2)[cH:8][cH:9]1)=[O:28].[CH3:29][OH:30]>>[CH3:1][O:2][C:3]([c:4]1[c:5]([F:27])[cH:6][c:7]([CH:10]([CH2:11][CH:12]2[CH2:13][CH2:14][CH2:15][CH2:16]2)[c:17]2[cH:18][c:19]3[c:20]([n:21][cH:22][c:23]([CH3:25])[cH:24]3)[nH:26]2)[cH:8][cH:9]1)=[O:28]. Starting materials: Cl.Cl.C(C)(C)(C)C=1C=C(N(N1)C1=CC=C(C=C1)C)NC(=O)NC=1C(=NC(=CC1)N1CCNCC1)C (1-(5-tert-butyl-2-p-tolyl-2H-pyrazol-3-yl)-3-(2-methyl-6-piperazin-1-yl-pyridin-3-yl)-urea dihydrochloride). The solvent is CO (MeOH), CO (MeOH). The product is C(C)(C)(C)C=1C=C(N(N1)C1=CC=C(C=C1)C)NC(=O)NC=1C(=NC(=CC1)N1CCNCC1)C (1-(5-tert-Butyl-2-p-tolyl-2H-pyrazol-3-yl)-3-(2-methyl-6-piperazin-1-yl-pyridin-3-yl)-urea). The yield is 72.6%. Reaction SMILES: Cl.Cl.[C:3]([C:7]1[CH:8]=[C:9]([NH:19][C:20]([NH:22][C:23]2[C:24]([CH3:35])=[N:25][C:26]([N:29]3[CH2:34][CH2:33][NH:32][CH2:31][CH2:30]3)=[CH:27][CH:28]=2)=[O:21])[N:10]([C:12]2[CH:17]=[CH:16][C:15]([CH3:18])=[CH:14][CH:13]=2)[N:11]=1)([CH3:6])([CH3:5])[CH3:4]>CO>[C:3]([C:7]1[CH:8]=[C:9]([NH:19][C:20]([NH:22][C:23]2[C:24]([CH3:35])=[N:25][C:26]([N:29]3[CH2:30][CH2:31][NH:32][CH2:33][CH2:34]3)=[CH:27][CH:28]=2)=[O:21])[N:10]([C:12]2[CH:17]=[CH:16][C:15]([CH3:18])=[CH:14][CH:13]=2)[N:11]=1)([CH3:6])([CH3:5])[CH3:4] |f:0.1.2|. Procedure details: Load a solution of 1-(5-tert-butyl-2-p-tolyl-2H-pyrazol-3-yl)-3-(2-methyl-6-piperazin-1-yl-pyridin-3-yl)-urea dihydrochloride (10 g, 19.2 mmol) in MeOH onto a 70 g Varian SCX column, rinsing with MeOH (ca. 300 mL). Elute the free base with 1:1 2 M ammonia in MeOH:dichloromethane (150 mL). Concentrate under reduced pressure to give a white solid (6.24 g). LCMS(ES+): m/z=448 [M+H].